Dataset: the Open Reaction Database (ORD), a public repository of structured organic reaction records. Task: describe an organic reaction: reactants, conditions, products, and yield As a reaction SMILES: [Si:1]([O:18][CH2:19][C:20]1[CH:25]=[CH:24][CH:23]=[CH:22][C:21]=1[CH2:26]O)([C:14]([CH3:17])([CH3:16])[CH3:15])([C:8]1[CH:13]=[CH:12][CH:11]=[CH:10][CH:9]=1)[C:2]1[CH:7]=[CH:6][CH:5]=[CH:4][CH:3]=1.C(Br)(Br)(Br)[Br:29].C1(P(C2C=CC=CC=2)C2C=CC=CC=2)C=CC=CC=1.CCCCCC>ClCCl.C(OCC)(=O)C>[Br:29][CH2:26][C:21]1[CH:22]=[CH:23][CH:24]=[CH:25][C:20]=1[CH2:19][O:18][Si:1]([C:14]([CH3:17])([CH3:16])[CH3:15])([C:8]1[CH:13]=[CH:12][CH:11]=[CH:10][CH:9]=1)[C:2]1[CH:7]=[CH:6][CH:5]=[CH:4][CH:3]=1. Procedure: In dichloromethane (50 ml) were dissolved [2-[(t-butyldiphenylsilyloxy)methyl]phenyl]methanol (3.00 g, 7.97 mmol) and carbon tetrabromide (3.40 g, 10.3 mmol). Under ice cooling, a dichloromethane solution (5 ml) of triphenylphosphine (2.70 g, 10.3 mmol) was added dropwise. After stirring at room temperature for 14 hours, the reaction mixture was concentrated under reduced pressure. The residue thus obtained was subjected to silica gel chromatography. The fraction obtained from the hexane:ethyl a... Yields the product BrCC1=C(CO[Si](C2=CC=CC=C2)(C2=CC=CC=C2)C(C)(C)C)C=CC=C1 ((2-Bromomethylbenzyloxy)-t-butyldiphenylsilane). Reactants: [Si](C1=CC=CC=C1)(C1=CC=CC=C1)(C(C)(C)C)OCC1=C(C=CC=C1)CO ([2-[(t-butyldiphenylsilyloxy)methyl]phenyl]methanol), C(Br)(Br)(Br)Br (carbon tetrabromide), CCCCCC (hexane), C1(=CC=CC=C1)P(C1=CC=CC=C1)C1=CC=CC=C1 (triphenylphosphine). Yield: 89.1%. The solvent is ClCCl (dichloromethane), C(C)(=O)OCC (ethyl acetate), ClCCl (dichloromethane). Reaction conditions: time 14 hour. Reactants: OO (hydrogen peroxide), B(OC)(OC)OC (trimethyl borate), FC1=CC=C(C=C1)OC (4-fluoroanisole), CN(CCN(CCN(C)C)C)C (N,N,N′,N″,N″-pentamethyldiethylenetriamine), C(CCC)[Li] (n-butyllithium), S(=O)([O-])[O-].[Na+].[Na+] (sodium sulfite). Run in C(C)(=O)O (acetic acid), O1CCCC1 (tetrahydrofuran). Run at temperature -70 celsius, time 8 hour. Product: FC1=C(C=C(C=C1)OC)O (2-fluoro-5-methoxyphenol). Isolated yield 96.0%. As a reaction SMILES: [F:1][C:2]1[CH:7]=[CH:6][C:5]([O:8][CH3:9])=[CH:4][CH:3]=1.CN(C)CCN(C)CCN(C)C.C([Li])CCC.B(OC)(OC)[O:28]C.OO.S([O-])([O-])=O.[Na+].[Na+]>C(O)(=O)C.O1CCCC1>[F:1][C:2]1[CH:7]=[CH:6][C:5]([O:8][CH3:9])=[CH:4][C:3]=1[OH:28] |f:5.6.7|. Procedure: To a flask, 4-fluoroanisole (20.00 g, 159 mmol), N,N,N′,N″,N″-pentamethyldiethylenetriamine (27.75 g, 160 mmol), and tetrahydrofuran (100 mL) were added, and the resulting mixture was cooled to −70° C. under nitrogen atmosphere. To the solution, n-butyllithium (59.2 mL, 163 mmol, 2.76 M, in hexane) was added dropwise, and trimethyl borate (39.8 mL, 357 mmol) was added three hours later. One hour later, the reaction mixture was warmed to −10° C., and acetic acid (28.0 mL) was added thereto. The r...